From a dataset of the Open Reaction Database (ORD), a public repository of structured organic reaction records. describe an organic reaction: reactants, conditions, products, and yield Starting materials: [Cl-].[Na+] (sodium chloride), CC1=CC=C2C(CCN3C2=C1C=C3C(=O)OCC)=O (ethyl 5,6-dihydro-9-methyl-6-oxo-4H-pyrrolo [3,2,1-ij]quinoline-2-carboxylate), Cl.NC(=N)N (guanidine hydrochloride), C[O-].[Na+] (sodium methoxide), CN(C=O)C (N,N-dimethylformamide). Conditions: time 18 hour. The product is NN=CNC(=O)C1=CC=2C(=CC=C3C(CCN1C23)=O)C (N-(aminoiminomethyl)-5,6-dihydro-6-oxo-9-methyl-4H-pyrrolo [3,2,1-ij]quinoline-2-carboxamide). RXN SMILES: [CH3:1][C:2]1[C:11]2[CH:12]=[C:13]([C:14](OCC)=[O:15])[N:9]3[C:10]=2[C:5]([C:6](=[O:19])[CH2:7][CH2:8]3)=[CH:4][CH:3]=1.Cl.[NH2:21][C:22]([NH2:24])=N.C[O-].[Na+].[Cl-].[Na+].C[N:31](C)C=O>>[NH2:31][N:21]=[CH:22][NH:24][C:14]([C:13]1[N:9]2[C:10]3[C:5]([C:6](=[O:19])[CH2:7][CH2:8]2)=[CH:4][CH:3]=[C:2]([CH3:1])[C:11]=3[CH:12]=1)=[O:15] |f:1.2,3.4,5.6|. Reported procedure: A mixture of ethyl 5,6-dihydro-9-methyl-6-oxo-4H-pyrrolo [3,2,1-ij]quinoline-2-carboxylate (0.65 g, 2.53 mmol), guanidine hydrochloride (1.21 g, 12.6 mmol), sodium methoxide (0.68 g, 12.6 mmol) and N,N-dimethylformamide (35 ml) was stirred at room temperature for 18 hours. The reaction mixture was poured into a 10% aqueous sodium chloride solution and extracted three times with ethyl acetate, and the extract solution was washed with a 5% aqueous sodium chloride solution and dried over anhydrous ... Reactants: OC1=C(C(OC2=CC=CC=C12)=O)C1=CC=CC=C1 (4-hydroxy-3-phenyl-coumarin), O1CCN(CC1)C(CCCl)C (3-morpholino-1-chlorobutane). The product is O1CCN(CC1)C(CCOC1=C(C(OC2=CC=CC=C12)=O)C1=CC=CC=C1)C (4-(3'-Morpholinobutoxy)-3-phenyl-coumarin). Isolated yield 72.5%. Reaction SMILES: [OH:1][C:2]1[C:11]2[C:6](=[CH:7][CH:8]=[CH:9][CH:10]=2)[O:5][C:4](=[O:12])[C:3]=1[C:13]1[CH:18]=[CH:17][CH:16]=[CH:15][CH:14]=1.[O:19]1[CH2:24][CH2:23][N:22]([CH:25]([CH3:29])[CH2:26][CH2:27]Cl)[CH2:21][CH2:20]1>>[O:19]1[CH2:24][CH2:23][N:22]([CH:25]([CH3:29])[CH2:26][CH2:27][O:1][C:2]2[C:11]3[C:6](=[CH:7][CH:8]=[CH:9][CH:10]=3)[O:5][C:4](=[O:12])[C:3]=2[C:13]2[CH:14]=[CH:15][CH:16]=[CH:17][CH:18]=2)[CH2:21][CH2:20]1. Procedure: Prepared according to the method of Example 8 from 4-hydroxy-3-phenyl-coumarin and 3-morpholino-1-chlorobutane. An oil is obtained which cannot be crystallised. Yield 72.5%.